From a dataset of the Open Reaction Database (ORD), a public repository of structured organic reaction records. describe an organic reaction: reactants, conditions, products, and yield The reactants are [Na] (sodium), NC=1C(=NC=CC1C(=O)N)C1=CC(=CC=C1)C(F)(F)F (3-amino-2-(3-trifluoromethylphenyl)-4-pyridinecarboxamide), N(=O)[O-].[Na+] (sodium nitrite). The solvent is O (water), C(C)(=O)OCC (ethyl acetate), Cl (hydrochloric acid), O (water). Product: FC(C=1C=C(C=CC1)C1=NC=CC2=C1N=NNC2=O)(F)F (8-(3-trifluoromethylphenyl)pyrido[3,4-d]-1,2,3-triazin-4(3H)-one). Isolated yield 68.5%. Reaction SMILES: [NH2:1][C:2]1[C:3]([C:11]2[CH:16]=[CH:15][CH:14]=[C:13]([C:17]([F:20])([F:19])[F:18])[CH:12]=2)=[N:4][CH:5]=[CH:6][C:7]=1[C:8]([NH2:10])=[O:9].[N:21]([O-])=O.[Na+].[Na]>Cl.O.C(OCC)(=O)C>[F:19][C:17]([F:20])([F:18])[C:13]1[CH:12]=[C:11]([C:3]2[C:2]3[N:1]=[N:21][NH:10][C:8](=[O:9])[C:7]=3[CH:6]=[CH:5][N:4]=2)[CH:16]=[CH:15][CH:14]=1 |f:1.2,^1:24|. Procedure details: 562 mg of 3-amino-2-(3-trifluoromethylphenyl)-4-pyridinecarboxamide were stirred at 0° C. in 5 ml of concentrated hydrochloric acid during the addition of 160 mg of sodium nitrite in 1 ml of water. After 0.5 hour the mixture was diluted with water and ethyl acetate and made basic with sodium hicarbonate. The organic phase was separated, dried over sodium sulphate and evaporated, and the residue was purified by chromatography on silica gel using ethyl acetate/petroleum ether (1:1) for the elution...